Dataset: the Open Reaction Database (ORD), a public repository of structured organic reaction records. Task: describe an organic reaction: reactants, conditions, products, and yield Reaction SMILES: [CH3:1][O:2][C:3](=[O:29])[CH2:4][C:5]1[N:6]=[CH:7][N:8](C(C2C=CC=CC=2)(C2C=CC=CC=2)C2C=CC=CC=2)[CH:9]=1.Br[C:31]1[CH:36]=[C:35]([C:37]#[N:38])[CH:34]=[CH:33][C:32]=1[CH3:39]>C(#N)C>[CH3:1][O:2][C:3](=[O:29])[CH2:4][C:5]1[N:6]([CH2:39][C:32]2[CH:33]=[CH:34][C:35]([C:37]#[N:38])=[CH:36][CH:31]=2)[CH:7]=[N:8][CH:9]=1. Product: COC(CC1=CN=CN1CC1=CC=C(C=C1)C#N)=O ([1-(4-Cyanobenzyl)-1H-imidazol-5-yl]acetic acid methyl ester). Run at temperature 55 celsius, time 2 hour. The solvent is C(C)#N (acetonitrile). Starting materials: COC(CC=1N=CN(C1)C(C1=CC=CC=C1)(C1=CC=CC=C1)C1=CC=CC=C1)=O (1-(triphenylmethyl)-1H-imidazol-4-ylacetic acid methyl ester), BrC1=C(C=CC(=C1)C#N)C (bromo-p-toluonitrile). Reported procedure: To a solution of 1-(triphenylmethyl)-1H-imidazol-4-ylacetic acid methyl ester (8.00 g, 20.9 mmol) in acetonitrile (70 ml) was added bromo-p-toluonitrile (4.10 g, 20.92 mmol) and heated at 55° C. for 3 hr. After this time, the reaction was cooled to room temperature and the resulting imidazolium salt (white precipitate) was collected by filtration. The flitrate was heated at 55° C. for 18 hr. The reaction mixture was cooled to room temperature and evaporated in vacuo. To the residue was added EtO... Starting materials: Cl.ClC1=CN=C(C2=CC(=CC=C12)S(=O)(=O)NCC(C(=O)OCC)(C)C)NC(=N)N (ethyl 3-{[(4-chloro-1-guanidino-7-isoquinolinyl)sulphonyl]amino}-2,2-dimethylpropanoate hydrochloride), CO (MeOH), Cl (HCl). Run in [OH-].[Na+] (NaOH). Yields the product Cl.ClC1=CN=C(C2=CC(=CC=C12)S(=O)(=O)NCC(C(=O)O)(C)C)NC(=N)N (N-({4-chloro-1-guanidino-7-isoquinolinyl}sulphonyl)-2,2-dimethyl-β-alanine hydrochloride). Isolated yield 166.7%. Reaction SMILES: Cl.[Cl:2][C:3]1[C:12]2[C:7](=[CH:8][C:9]([S:13]([NH:16][CH2:17][C:18]([CH3:25])([CH3:24])[C:19]([O:21]CC)=[O:20])(=[O:15])=[O:14])=[CH:10][CH:11]=2)[C:6]([NH:26][C:27]([NH2:29])=[NH:28])=[N:5][CH:4]=1.CO.Cl>[OH-].[Na+]>[ClH:2].[Cl:2][C:3]1[C:12]2[C:7](=[CH:8][C:9]([S:13]([NH:16][CH2:17][C:18]([CH3:25])([CH3:24])[C:19]([OH:21])=[O:20])(=[O:14])=[O:15])=[CH:10][CH:11]=2)[C:6]([NH:26][C:27]([NH2:29])=[NH:28])=[N:5][CH:4]=1 |f:0.1,4.5,6.7|. Procedure: A solution of ethyl 3-{[(4-chloro-1-guanidino-7-isoquinolinyl)sulphonyl]amino}-2,2-dimethylpropanoate hydrochloride (28 mg, 0.06 mmol) in NaOH solution (2N, 0.5 ml), and MeOH (1 ml), was stirred at 75° C. for 24 h. The cooled mixture was acidified to pH 6 using HCl (2N), concentrated in vacuo to remove the MeOH, and the resulting precipitate filtered, washed with water and dried. The solid was suspended in a MeOH/EtOAc solution, ethereal HCl added, and the mixture evaporated in vacuo to afford N... Starting materials: CC(=O)O, Cl, CC(C)(C)OC(=O)Cc1ccc2ccc(C(F)(F)F)nc2c1. Product: O=C(O)Cc1ccc2ccc(C(F)(F)F)nc2c1. Reaction SMILES: [C:24]([OH:25])(=[O:26])[CH3:27].[ClH:23].[F:1][C:2]([c:3]1[n:4][c:5]2[cH:6][c:7]([CH2:13][C:14](=[O:15])[O:16][C:17]([CH3:18])([CH3:19])[CH3:20])[cH:8][cH:9][c:10]2[cH:11][cH:12]1)([F:21])[F:22]>>[F:1][C:2]([c:3]1[n:4][c:5]2[cH:6][c:7]([CH2:13][C:14](=[O:15])[OH:16])[cH:8][cH:9][c:10]2[cH:11][cH:12]1)([F:21])[F:22]. Reactants: CC(C)(C)OC(=O)NN, CCN=C=NCCCN(C)C, ClCCl, O=C(O)c1cccc2cc[nH]c12. RXN SMILES: [C:24]([NH:25][NH2:26])(=[O:27])[O:28][C:29]([CH3:30])([CH3:31])[CH3:32].[CH3:13][N:14]([CH3:15])[CH2:16][CH2:17][CH2:18][N:19]=[C:20]=[N:21][CH2:22][CH3:23].[Cl:33][CH2:34][Cl:35].[nH:1]1[cH:2][cH:3][c:4]2[cH:5][cH:6][cH:7][c:8]([C:10](=[O:11])[OH:12])[c:9]12>>[nH:1]1[cH:2][cH:3][c:4]2[cH:5][cH:6][cH:7][c:8]([C:10](=[O:12])[NH:26][NH:25][C:24](=[O:27])[O:28][C:29]([CH3:30])([CH3:31])[CH3:32])[c:9]12. Yields the product CC(C)(C)OC(=O)NNC(=O)c1cccc2cc[nH]c12. The reactants are COC(=O)Nc1cccc(CCNC(C)=O)c1, ClC(Cl)Cl, ClP(Cl)(Cl)(Cl)Cl, O. The product is COC(=O)Nc1ccc2c(c1)CCN=C2C. RXN SMILES: [CH3:1][C:2](=[O:3])[NH:4][CH2:5][CH2:6][c:7]1[cH:8][c:9]([NH:13][C:14]([O:15][CH3:16])=[O:17])[cH:10][cH:11][cH:12]1.[CH:18]([Cl:19])([Cl:20])[Cl:21].[Cl:22][P:23]([Cl:24])([Cl:25])([Cl:26])[Cl:27].[OH2:28]>>[CH3:1][C:2]1=[N:4][CH2:5][CH2:6][c:7]2[cH:8][c:9]([NH:13][C:14]([O:15][CH3:16])=[O:17])[cH:10][cH:11][c:12]21. The reactants are COC1=CC=C2C=CN(C2=C1)C (6-Methoxy-1-methyl-1H-indole), ClC(C(=O)OC)=O (Methyl chlorooxoacetate). Solvent: CCOCC (ether). Reaction conditions: temperature 0 celsius, time 6 hour. The product is COC1=CC=C2C(=CN(C2=C1)C)C(C(=O)OC)=O (methyl (6-methoxy-1-methyl-1H-indol-3-yl)glyoxylate). The yield is 40.6%. As a reaction SMILES: [CH3:1][O:2][C:3]1[CH:11]=[C:10]2[C:6]([CH:7]=[CH:8][N:9]2[CH3:12])=[CH:5][CH:4]=1.Cl[C:14](=[O:19])[C:15]([O:17][CH3:18])=[O:16]>CCOCC>[CH3:1][O:2][C:3]1[CH:11]=[C:10]2[C:6]([C:7]([C:14](=[O:19])[C:15]([O:17][CH3:18])=[O:16])=[CH:8][N:9]2[CH3:12])=[CH:5][CH:4]=1. Reported procedure: 6-Methoxy-1-methyl-1H-indole (1.0 g, 6.19 mmol) was dissolved in ether (10 mL) and cooled to 0° C. Methyl chlorooxoacetate (1.17 mL, 12.4 mmol) was added dropwise. Stirring was continued at 0° C. for 6 h. The mixture was filtered and washed well with ether to give methyl (6-methoxy-1-methyl-1H-indol-3-yl)glyoxylate (621 mg, 41%). Starting materials: Cl (hydrochloric acid), CO (methanol), O1N=C(C=C1)CON=C(C(=O)NC1[C@@H]2N(C(=C(CS2)CSC2=NN=NN2CC=C)C(=O)O)C1=O)C=1N=C(SC1)NC=O (7-[2-(3-isoxazolyl)methoxyimino-2-(2-formamidothiazol-4-yl)acetamido]-3-(1-allyl-1H-tetrazol-5-yl)thiomethyl-3-cephem-4-carboxylic acid). Run in O1CCCC1 (tetrahydrofuran). The product is O1N=C(C=C1)CON=C(C(=O)NC1[C@@H]2N(C(=C(CS2)CSC2=NN=NN2CC=C)C(=O)O)C1=O)C=1N=C(SC1)N (7-[2-(3-isoxazoly)methoxyimino-2-(2-aminothiazol-4-yl)acetamido]-3-(1-allyl-1H-tetrazol-5-yl)thiomethyl-3-cephem-4-carboxylic acid). Isolated yield 45.3%. RXN SMILES: [O:1]1[CH:5]=[CH:4][C:3]([CH2:6][O:7][N:8]=[C:9]([C:35]2[N:36]=[C:37]([NH:40]C=O)[S:38][CH:39]=2)[C:10]([NH:12][CH:13]2[C:33](=[O:34])[N:15]3[C:16]([C:30]([OH:32])=[O:31])=[C:17]([CH2:20][S:21][C:22]4[N:26]([CH2:27][CH:28]=[CH2:29])[N:25]=[N:24][N:23]=4)[CH2:18][S:19][C@H:14]23)=[O:11])=[N:2]1.Cl.CO>O1CCCC1>[O:1]1[CH:5]=[CH:4][C:3]([CH2:6][O:7][N:8]=[C:9]([C:35]2[N:36]=[C:37]([NH2:40])[S:38][CH:39]=2)[C:10]([NH:12][CH:13]2[C:33](=[O:34])[N:15]3[C:16]([C:30]([OH:32])=[O:31])=[C:17]([CH2:20][S:21][C:22]4[N:26]([CH2:27][CH:28]=[CH2:29])[N:25]=[N:24][N:23]=4)[CH2:18][S:19][C@H:14]23)=[O:11])=[N:2]1. Reported procedure: A mixture of 7-[2-(3-isoxazolyl)methoxyimino-2-(2-formamidothiazol-4-yl)acetamido]-3-(1-allyl-1H-tetrazol-5-yl)thiomethyl-3-cephem-4-carboxylic acid (syn isomer) (1.5 g), conc.hydrochloric acid (0.497 g), methanol (15 ml) and tetrahydrofuran (3 ml) was stirred for 2 hours at ambient temperature. The solvent was distilled off under reduced pressure and the residue was dissolved in a saturated aqueous solution of sodium bicarbonate. The aqueous solution was washed with ethyl acetate (25 ml) and ad... Starting materials: IC1=NN(C=C1)C(C(=O)N)(C)C (2-(3-iodo-1H-pyrazol-1-yl)-2-methylpropanamide), FC(C(=O)OC(C(F)(F)F)=O)(F)F (Trifluoroacetic anhydride). The solvent is CCOC(=O)C (EtOAc), O (water), C(Cl)Cl (DCM), N1=CC=CC=C1 (pyridine). Run at time 24 hour. Yields the product IC1=NN(C=C1)C(C#N)(C)C (2-(3-iodo-1H-pyrazol-1-yl)-2-methylpropanenitrile). As a reaction SMILES: [I:1][C:2]1[CH:6]=[CH:5][N:4]([C:7]([CH3:12])([CH3:11])[C:8]([NH2:10])=O)[N:3]=1.FC(F)(F)C(OC(=O)C(F)(F)F)=O>C(Cl)Cl.N1C=CC=CC=1.CCOC(C)=O.O>[I:1][C:2]1[CH:6]=[CH:5][N:4]([C:7]([CH3:12])([CH3:11])[C:8]#[N:10])[N:3]=1. Procedure details: 2-(3-iodo-1H-pyrazol-1-yl)-2-methylpropanamide 7.05 (100 mg, 0.36 mmol) was dissolved in DCM (3 mL) and pyridine (1 mL). Trifluoroacetic anhydride (70 μL, 0.50 mmol) was added and the resulting mixture was stirred at r.t. for 24 h. The reaction mixture was diluted with EtOAc and water, and the phases were separated. The organic phase was washed twice with aqueous HCl (second wash remained acidic) followed by water and was dried over Na2SO4, filtered and concentrated to afford 2-(3-iodo-1H-pyrazo... The yield is 14.5%. Procedure: Using 5-chlorosalicylic acid and 2-methyl-3-(trifluoromethyl)aniline as the raw materials, the same operation as the example 16 gave the title compound. Reactants: ClC1=CC=C(C(C(=O)O)=C1)O (5-chlorosalicylic acid), CC1=C(N)C=CC=C1C(F)(F)F (2-methyl-3-(trifluoromethyl)aniline), raw materials. As a reaction SMILES: [Cl:1][C:2]1[CH:10]=[C:6]([C:7]([OH:9])=O)[C:5]([OH:11])=[CH:4][CH:3]=1.[CH3:12][C:13]1[C:19]([C:20]([F:23])([F:22])[F:21])=[CH:18][CH:17]=[CH:16][C:14]=1[NH2:15]>>[Cl:1][C:2]1[CH:3]=[CH:4][C:5]([OH:11])=[C:6]([CH:10]=1)[C:7]([NH:15][C:14]1[CH:16]=[CH:17][CH:18]=[C:19]([C:20]([F:21])([F:22])[F:23])[C:13]=1[CH3:12])=[O:9]. Yields the product ClC=1C=CC(=C(C(=O)NC2=C(C(=CC=C2)C(F)(F)F)C)C1)O (5-Chloro-2-hydroxy-N-[2-methyl-3-(trifluoromethyl)phenyl]benzamide).